From a dataset of the Open Reaction Database (ORD), a public repository of structured organic reaction records. describe an organic reaction: reactants, conditions, products, and yield Starting materials: ClC1=NC2=CC=CC=C2C=C1 (2-Chloroquinoline), OS(=O)(=O)O (H2SO4), O (H2O), BrN1C(CCC1=O)=O (N-Bromosuccinimide). Solvent: [OH-].[Na+] (NaOH). Reaction conditions: temperature 35 celsius, time 38 hour. Product: BrC1=C2C=CC(=NC2=CC=C1)Cl (5-Bromo-2-chloroquinoline). The yield is 5.3%. As a reaction SMILES: [Cl:1][C:2]1[CH:11]=[CH:10][C:9]2[C:4](=[CH:5][CH:6]=[CH:7][CH:8]=2)[N:3]=1.OS(O)(=O)=O.O.[Br:18]N1C(=O)CCC1=O>[OH-].[Na+]>[Br:18][C:8]1[CH:7]=[CH:6][CH:5]=[C:4]2[C:9]=1[CH:10]=[CH:11][C:2]([Cl:1])=[N:3]2 |f:4.5|. Procedure details: To a solution of 2-Chloroquinoline (8) (1.0 g, 6.11 mmol) in 1:1 H2SO4 : H2O (30 ml) was added N-Bromosuccinimide (1.7 g, 9.55 mmol). The mixture was stirred at 35° C. for 38 h and then cooled. The solution was diluted with enough 50% NaOH (aq) to maintain pH<1 and the mixture was extracted with CH2Cl2. The combined organic layers were washed with sat. NaHCO3 (aq) and dried (MgSO4). Concentration of the solvent afforded a dark brown oil (0.078 g, 79%) which was sequentially purified by flash chr...